This data is from the Open Reaction Database (ORD), a public repository of structured organic reaction records. The task is: describe an organic reaction: reactants, conditions, products, and yield The reactants are C(C)(C)C1=CC=C(C=C1)NC(=O)C1CCCC2=CC=C(C=C12)OC (N-(4-isopropylphenyl)-7-methoxy-1,2,3,4-tetrahydronaphthalene-1-carboxamide), CS(=O)(=O)OCCCC1=CC=C(C=C1)OC (1-methanesulfonyloxy-3-(4-methoxyphenyl)propane). The product is C(C)(C)C1=CC=C(C=C1)N(C(=O)C1CCCC2=CC=C(C=C12)OC)CCCC1=CC=C(C=C1)OC (N-(4-isopropylphenyl)-N-[3-(4-methoxyphenyl)propyl]-7-methoxy-1,2,3,4-tetrahydronaphthalene-1-carboxamide). The yield is 57.4%. RXN SMILES: [CH:1]([C:4]1[CH:9]=[CH:8][C:7]([NH:10][C:11]([CH:13]2[C:22]3[C:17](=[CH:18][CH:19]=[C:20]([O:23][CH3:24])[CH:21]=3)[CH2:16][CH2:15][CH2:14]2)=[O:12])=[CH:6][CH:5]=1)([CH3:3])[CH3:2].CS(O[CH2:30][CH2:31][CH2:32][C:33]1[CH:38]=[CH:37][C:36]([O:39][CH3:40])=[CH:35][CH:34]=1)(=O)=O>>[CH:1]([C:4]1[CH:5]=[CH:6][C:7]([N:10]([CH2:30][CH2:31][CH2:32][C:33]2[CH:34]=[CH:35][C:36]([O:39][CH3:40])=[CH:37][CH:38]=2)[C:11]([CH:13]2[C:22]3[C:17](=[CH:18][CH:19]=[C:20]([O:23][CH3:24])[CH:21]=3)[CH2:16][CH2:15][CH2:14]2)=[O:12])=[CH:8][CH:9]=1)([CH3:3])[CH3:2]. Procedure details: By the reaction and treatment in the same manner as in Example 6 using N-(4-isopropylphenyl)-7-methoxy-1,2,3,4-tetrahydronaphthalene-1-carboxamide (0.49 g) and 1-methanesulfonyloxy-3-(4-methoxyphenyl)propane (0.40 g) as starting materials, N-(4-isopropylphenyl)-N-[3-(4-methoxyphenyl)propyl]-7-methoxy-1,2,3,4-tetrahydronaphthalene-1-carboxamide (0.41 g) was obtained. Starting materials: CC(C)C(=O)O, O, c1ccsc1. Yields the product CC(C)C(=O)c1cccs1. RXN SMILES: [CH3:6][CH:7]([CH3:8])[C:9]([OH:10])=[O:11].[OH2:12].[cH:1]1[cH:2][cH:3][s:4][cH:5]1>>[cH:1]1[cH:2][c:3]([C:9]([CH:7]([CH3:6])[CH3:8])=[O:10])[s:4][cH:5]1. Reactants: C(C(C)C)I (iso-butyl iodide), C(C)(C)NC(C)C (N,N-diisopropylamine), [Li]CCCC (n-BuLi), C(C)(C)(C)NC(O)=O.C1(CC1)S(=O)(=O)N (cyclopropylsulfonylamine tert-butyl carbamate). Yield: 69.0%. Reaction conditions: temperature -78 celsius, time 1 hour. Solvent: C1CCOC1 (THF), C1CCOC1 (THF). Yields the product C(C(C)C)C1(CC1)S(=O)(=O)N.C(C)(C)(C)NC([O-])=O (1-iso-butyl-cyclopropanesulfonamide tert-butylcarbamate). As a reaction SMILES: C(NC(C)C)(C)C.[Li]CCCC.[C:13]([NH:17][C:18](=[O:20])[OH:19])([CH3:16])([CH3:15])[CH3:14].[CH:21]1([S:24]([NH2:27])(=[O:26])=[O:25])[CH2:23][CH2:22]1.C(I)C(C)C>C1COCC1>[CH2:14]([C:21]1([S:24]([NH2:27])(=[O:26])=[O:25])[CH2:23][CH2:22]1)[CH:13]([CH3:16])[CH3:15].[C:13]([NH:17][C:18](=[O:19])[O-:20])([CH3:16])([CH3:15])[CH3:14] |f:2.3,6.7|. Procedure details: Step 31a) To a solution of N,N-diisopropylamine (1.1 ml, 9.54 mmol) dissolved in THF (10 mL) cooled to −78° C., was added n-BuLi (1.6 M in hexane, 5.9 mL, 9.54 mmol). The mixture was stirred for 1 h, and a THF (10 mL) solution of cyclopropylsulfonylamine tert-butyl carbamate (1.0 g, 4.52 mmol) was added dropwise, the generated solution was stirred for 1 h. To this solution was added neat iso-butyl iodide (0.57 mL, 5.0 mmol). The reaction mixture was allowed slowly to warm up overnite. The reacti... The reactants are ClC=1N=C(NC1C=1C=C(C(=O)O)C=CC1C)COC (3-(4-chloro-2-(methoxymethyl)-1H-imidazol-5-yl)-4-methylbenzoic acid), ClC=1N=C(NC1C=1C=C(C(=O)O)C=CC1C)COC (3-(4-chloro-2-(methoxymethyl)-1H-imidazol-5-yl)-4-methylbenzoic acid), CCN=C=NCCCN(C)C.Cl (EDC.HCl), Cl.N1CCC(CC1)C1=CC=C(C#N)C=C1 (4-(piperidin-4-yl)benzonitrile hydrochloride), Cl.N1CCC(CC1)C1=CC=C(C#N)C=C1 (4-(piperidin-4-yl)benzonitrile hydrochloride). The reagents and catalysts are CN(C1=CC=NC=C1)C (4-Dimethylaminopyridine). The solvent is CN(C=O)C (N,N-dimethylformamide). Run at time 12 hour. Product: ClC=1N=C(NC1C=1C=C(C(=O)N2CCC(CC2)C2=CC=C(C#N)C=C2)C=CC1C)COC (4-(1-(3-(4-Chloro-2-(methoxymethyl)-1H-imidazol-5-yl)-4-methylbenzoyl)piperidin-4-yl)benzonitrile). Isolated yield 47.7%. Reaction SMILES: [Cl:1][C:2]1[N:3]=[C:4]([CH2:17][O:18][CH3:19])[NH:5][C:6]=1[C:7]1[CH:8]=[C:9]([CH:13]=[CH:14][C:15]=1[CH3:16])[C:10]([OH:12])=O.CCN=C=NCCCN(C)C.Cl.Cl.[NH:33]1[CH2:38][CH2:37][CH:36]([C:39]2[CH:46]=[CH:45][C:42]([C:43]#[N:44])=[CH:41][CH:40]=2)[CH2:35][CH2:34]1>CN(C)C=O.CN(C)C1C=CN=CC=1>[Cl:1][C:2]1[N:3]=[C:4]([CH2:17][O:18][CH3:19])[NH:5][C:6]=1[C:7]1[CH:8]=[C:9]([CH:13]=[CH:14][C:15]=1[CH3:16])[C:10]([N:33]1[CH2:38][CH2:37][CH:36]([C:39]2[CH:46]=[CH:45][C:42]([C:43]#[N:44])=[CH:41][CH:40]=2)[CH2:35][CH2:34]1)=[O:12] |f:1.2,3.4|. Reported procedure: Into a 50-mL round-bottom flask, which was purged and maintained with an inert atmosphere of nitrogen, was placed a solution of 3-(4-chloro-2-(methoxymethyl)-1H-imidazol-5-yl)-4-methylbenzoic acid (compound 27.5, 20 mg, 0.07 mmol) in N,N-dimethylformamide (3 mL). 4-Dimethylaminopyridine (17.4 mg, 0.14 mmol), EDC.HCl (27 mg, 0.14 mmol), 4-(piperidin-4-yl)benzonitrile hydrochloride (compound 1.2, 15.5 mg, 0.07 mmol, 1.00 equiv) were added and the resulting solution was stirred for 12 h at room tem... Starting materials: Cl (hydrochloric acid), C(CCCCCCC)ON1C(CC(CC1(C)C)=NO)(C)C (1-octyloxy-2,2,6,6-tetramethylpiperidin-4-one oxime), C(C=C)(=O)OCCCCCCCCCCCC (Lauryl acrylate), [H][H] (hydrogen). Reagents/catalysts: [Pt] (platinum on carbon). Solvent: CO (methanol). The product is C(CCCCCCC)ON1C(CC(CC1(C)C)N(O)CCC(=O)OCCCCCCCCCCCC)(C)C (Lauryl 3-[N-(1-Octyloxy-2,2,6,6-tetramethylpiperidin-4-yl)-N-hydroxyamino]propionate). Isolated yield 57.8%. As a reaction SMILES: [CH2:1]([O:9][N:10]1[C:15]([CH3:17])([CH3:16])[CH2:14][C:13](=[N:18][OH:19])[CH2:12][C:11]1([CH3:21])[CH3:20])[CH2:2][CH2:3][CH2:4][CH2:5][CH2:6][CH2:7][CH3:8].Cl.[H][H].[C:25]([O:29][CH2:30][CH2:31][CH2:32][CH2:33][CH2:34][CH2:35][CH2:36][CH2:37][CH2:38][CH2:39][CH2:40][CH3:41])(=[O:28])[CH:26]=[CH2:27]>[Pt].CO>[CH2:1]([O:9][N:10]1[C:11]([CH3:20])([CH3:21])[CH2:12][CH:13]([N:18]([CH2:27][CH2:26][C:25]([O:29][CH2:30][CH2:31][CH2:32][CH2:33][CH2:34][CH2:35][CH2:36][CH2:37][CH2:38][CH2:39][CH2:40][CH3:41])=[O:28])[OH:19])[CH2:14][C:15]1([CH3:17])[CH3:16])[CH2:2][CH2:3][CH2:4][CH2:5][CH2:6][CH2:7][CH3:8]. Procedure: A mixture of 1-octyloxy-2,2,6,6-tetramethylpiperidin-4-one oxime (10.0 g, 35.4 mmol) (a mixture of octyloxy isomers) 5.5 ml of concentrated hydrochloric acid and 130 ml of methanol is subjected to 3 atmospheres of hydrogen over 5% platinum on carbon for 18 hours. The reaction mixture is filtered through celite and then concentrated. The residue is partitioned between ethyl acetate and aqueous potassium carbonate. The organic layer is washed with water and brine, dried over anhydrous sodium sulfa... Reactants: CCON, CO, CC(=O)c1ccc2nnc(Cc3ccc4ncccc4c3)n2n1. RXN SMILES: [CH2:24]([CH3:25])[O:26][NH2:27].[CH3:28][OH:29].[n:1]1[cH:2][cH:3][cH:4][c:5]2[cH:6][c:7]([CH2:11][c:12]3[n:13][n:14][c:15]4[n:16]3[n:17][c:18]([C:21]([CH3:22])=[O:23])[cH:19][cH:20]4)[cH:8][cH:9][c:10]12>>[n:1]1[cH:2][cH:3][cH:4][c:5]2[cH:6][c:7]([CH2:11][c:12]3[n:13][n:14][c:15]4[n:16]3[n:17][c:18]([C:21]([CH3:22])=[N:27][O:26][CH2:24][CH3:25])[cH:19][cH:20]4)[cH:8][cH:9][c:10]12. The product is CCON=C(C)c1ccc2nnc(Cc3ccc4ncccc4c3)n2n1.